From a dataset of the Open Reaction Database (ORD), a public repository of structured organic reaction records. describe an organic reaction: reactants, conditions, products, and yield Starting materials: [N+](=O)([O-])C=1C=C(C=CC1)C1=NNC(C2=C1N=CC=C2)=O (8-(3-nitrophenyl)-pyrido[2,3-d]pyridazin-5-one), [H-].[Na+] (sodium hydride), Cl.N1=CC=C(C=C1)CCl (4-picolyl chloride hydrochloride), C([O-])([O-])=O.[K+].[K+] (potassium carbonate). Run in CN1C(CCC1)=O (1-methyl-2-pyrrolidone), C1(=CC=CC=C1)C (toluene). Reaction conditions: temperature 55 celsius. Yields the product N1=C(C=CC=C1)CN1N=C(C2=C(C1=O)C=CC=N2)C2=CC(=CC=C2)Cl (6-(2-pyridylmethyl)-8-(3-chlorophenyl)-pyrido[2,3-d]pyridazin-5-one). Reaction SMILES: [N+]([C:4]1[CH:5]=[C:6]([C:10]2[C:15]3[N:16]=[CH:17][CH:18]=[CH:19][C:14]=3[C:13](=O)[NH:12][N:11]=2)[CH:7]=[CH:8][CH:9]=1)([O-])=O.[H-].[Na+].[ClH:23].[N:24]1[CH:29]=[CH:28][C:27](CCl)=[CH:26][CH:25]=1.[C:32](=[O:35])([O-])[O-].[K+].[K+]>CN1CCCC1=O.C1(C)C=CC=CC=1>[N:24]1[CH:29]=[CH:28][CH:27]=[CH:26][C:25]=1[CH2:13][N:12]1[C:32](=[O:35])[C:14]2[CH:19]=[CH:18][CH:17]=[N:16][C:15]=2[C:10]([C:6]2[CH:7]=[CH:8][CH:9]=[C:4]([Cl:23])[CH:5]=2)=[N:11]1 |f:1.2,3.4,5.6.7|. Procedure: 8-(3-nitrophenyl)-pyrido[2,3-d]pyridazin-5-one (14.2 g, 55 mole) and sodium hydride (50% in oil, 2.7 g, 55 mole) were mixed in 150 mL of 1-methyl-2-pyrrolidone and the mixture was heated to 55° C. In a separatory funnel, 4-picolyl chloride hydrochloride (11 g, 67 mmoles), 50 mL of saturated potassium carbonate and 150 mL of toluene were mixed. After separation, the toluene solution was added to the reaction mixture dropwise over the period of 30 minutes. The mixture was heated to 60° C. for an a... Starting materials: CC(C)(C)C(=O)O, C=S1C2C(=O)C(=O)N2C(C(=O)O)C1(C)C, O=C(C=P(c1ccccc1)(c1ccccc1)c1ccccc1)COc1ccccc1, c1ccccc1. Yields the product CC(C)(C)C(=O)O, C=S1C2C(=CC(=O)COc3ccccc3)C(=O)N2C(C(=O)O)C1(C)C. As a reaction SMILES: [C:1]([C:2]([CH3:3])([CH3:4])[CH3:5])(=[O:6])[OH:7].[CH2:8]=[S:9]1[C:10]([CH3:21])([CH3:22])[CH:11]([C:18](=[O:19])[OH:20])[N:12]2[C:13](=[O:17])[C:14](=[O:16])[CH:15]12.[O:23]([c:24]1[cH:25][cH:26][cH:27][cH:28][cH:29]1)[CH2:30][C:31](=[O:32])[CH:33]=[P:34]([c:35]1[cH:36][cH:37][cH:38][cH:39][cH:40]1)([c:41]1[cH:42][cH:43][cH:44][cH:45][cH:46]1)[c:47]1[cH:48][cH:49][cH:50][cH:51][cH:52]1.[cH:53]1[cH:54][cH:55][cH:56][cH:57][cH:58]1>>[C:1]([C:2]([CH3:3])([CH3:4])[CH3:5])(=[O:6])[OH:7].[CH2:8]=[S:9]1[C:10]([CH3:21])([CH3:22])[CH:11]([C:18](=[O:19])[OH:20])[N:12]2[C:13](=[O:17])[C:14](=[CH:33][C:31]([CH2:30][O:23][c:24]3[cH:25][cH:26][cH:27][cH:28][cH:29]3)=[O:32])[CH:15]12. Reported procedure: Ethyl 2-[4-(benzyloxy)-3-cyanophenyl]-4-methyl-1,3-thiazole-5-carboxylate was suspended in a mixture of THF and ethanol, then palladium-carbon was added thereto, and the mixture was stirred under a hydrogen atmosphere at room temperature to obtain ethyl 2-(3-cyano-4-hydroxyphenyl)-4-methyl-1,3-thiazole-5-carboxylate. APN: 287. Reagents/catalysts: [C].[Pd] (palladium-carbon). Reaction SMILES: C([O:8][C:9]1[CH:14]=[CH:13][C:12]([C:15]2[S:16][C:17]([C:21]([O:23][CH2:24][CH3:25])=[O:22])=[C:18]([CH3:20])[N:19]=2)=[CH:11][C:10]=1[C:26]#[N:27])C1C=CC=CC=1>C1COCC1.C(O)C.[C].[Pd]>[C:26]([C:10]1[CH:11]=[C:12]([C:15]2[S:16][C:17]([C:21]([O:23][CH2:24][CH3:25])=[O:22])=[C:18]([CH3:20])[N:19]=2)[CH:13]=[CH:14][C:9]=1[OH:8])#[N:27] |f:3.4|. The reactants are C(C1=CC=CC=C1)OC1=C(C=C(C=C1)C=1SC(=C(N1)C)C(=O)OCC)C#N (Ethyl 2-[4-(benzyloxy)-3-cyanophenyl]-4-methyl-1,3-thiazole-5-carboxylate). Solvent: C1CCOC1 (THF), C(C)O (ethanol). The product is C(#N)C=1C=C(C=CC1O)C=1SC(=C(N1)C)C(=O)OCC (ethyl 2-(3-cyano-4-hydroxyphenyl)-4-methyl-1,3-thiazole-5-carboxylate). Reactants: CCOC(=O)CC(C)=O, CC(=O)[O-], CCO, Cl, O=N[O-], Nc1ccc(C(=O)O)cc1, [Na+], [Na+], O. The product is CCOC(=O)C(=NNc1ccc(C(=O)O)cc1)C(C)=O. Reaction SMILES: [C:20]([CH2:21][C:22](=[O:23])[CH3:24])(=[O:25])[O:26][CH2:27][CH3:28].[CH3:16][C:17](=[O:18])[O-:19].[CH3:31][CH2:32][OH:33].[ClH:29].[N:11]([O-:12])=[O:13].[NH2:1][c:2]1[cH:3][cH:4][c:5]([C:6](=[O:7])[OH:8])[cH:9][cH:10]1.[Na+:14].[Na+:15].[OH2:30]>>[NH:1]([c:2]1[cH:3][cH:4][c:5]([C:6](=[O:7])[OH:8])[cH:9][cH:10]1)[N:11]=[C:21]([C:20](=[O:25])[O:26][CH2:27][CH3:28])[C:22](=[O:23])[CH3:24].